The task is: describe an organic reaction: reactants, conditions, products, and yield. This data is from the Open Reaction Database (ORD), a public repository of structured organic reaction records. Starting materials: C1=C(C=CC2=CC=CC=C12)O (β-naphthol), C(=O)([O-])[O-].[K+].[K+] (K2CO3), BrCCCCCl (1-bromo 4-chlorobutane). Run in CC(=O)C (acetone). The product is C1=C(C=CC2=CC=CC=C12)OCCCCCl (4-(2-Naphthyloxy)-1-chlorobutane). RXN SMILES: [CH:1]1[C:10]2[C:5](=[CH:6][CH:7]=[CH:8][CH:9]=2)[CH:4]=[CH:3][C:2]=1[OH:11].C([O-])([O-])=O.[K+].[K+].Br[CH2:19][CH2:20][CH2:21][CH2:22][Cl:23]>CC(C)=O>[CH:1]1[C:10]2[C:5](=[CH:6][CH:7]=[CH:8][CH:9]=2)[CH:4]=[CH:3][C:2]=1[O:11][CH2:19][CH2:20][CH2:21][CH2:22][Cl:23] |f:1.2.3|. Reported procedure: A mixture of β-naphthol (1gm, 0.006 mole), anhydrous K2CO3 (10 gm, in excess) and 1-bromo 4-chlorobutane (0.8 ml, 0.006 mole) was refluxed in dry acetone (50 ml) for 6 hours. Reaction mixture was filtered and filtrate was concentrated to get oily compound, which was crystallized with benzene-hexane to give the colorless crystals of pure desired compound, m.p. 112° C., (yield 1.6 gm, 98%). Starting materials: O=C([O-])[O-], CC(C)=O, ClCC1CO1, [K+], [K+], O=C(c1ccccc1)c1ccc(O)cc1. Product: O=C(c1ccccc1)c1ccc(OCC2CO2)cc1. RXN SMILES: [C:21](=[O:22])([O-:23])[O-:24].[CH3:27][C:28](=[O:29])[CH3:30].[Cl:16][CH2:17][CH:18]1[CH2:19][O:20]1.[K+:25].[K+:26].[OH:1][c:2]1[cH:3][cH:4][c:5]([C:6](=[O:7])[c:8]2[cH:9][cH:10][cH:11][cH:12][cH:13]2)[cH:14][cH:15]1>>[O:1]([c:2]1[cH:3][cH:4][c:5]([C:6](=[O:7])[c:8]2[cH:9][cH:10][cH:11][cH:12][cH:13]2)[cH:14][cH:15]1)[CH2:17][CH:18]1[CH2:19][O:20]1. Starting materials: BrC1=CC(=C(C=C1)S(=O)(=O)C)F (4-bromo-2-fluoro-l -methanesulfonyl-benzene), C1(CCCCC1)/C=C(/CO)\B1OC(C(O1)(C)C)(C)C ((E)-3-cyclohexyl-2-(4,4,5,5-tetramethyl-[1,3,2]dioxaborolan-2-yl)-prop-2-en-1-ol), C([O-])([O-])=O.[K+].[K+] (potassium carbonate). Reagents/catalysts: C1(=CC=CC=C1)P(C1=CC=CC=C1)(C1=CC=CC=C1)[Pd-4](P(C1=CC=CC=C1)(C1=CC=CC=C1)C1=CC=CC=C1)(P(C1=CC=CC=C1)(C1=CC=CC=C1)C1=CC=CC=C1)P(C1=CC=CC=C1)(C1=CC=CC=C1)C1=CC=CC=C1 (tetrakis(triphenylphosphino)palladium(0)). Run in C1(=CC=CC=C1)C (toluene), C(C)(C)O (iso-propanol), O (water). Yields the product C1(CCCCC1)/C=C(/CO)\C1=CC(=C(C=C1)S(=O)(=O)C)F ((E)-3-cyclohexyl-2-(3-fluoro-4-methanesulfonyl-phenyl)-prop-2-en-1-ol). Yield: 88.6%. Reaction SMILES: Br[C:2]1[CH:7]=[CH:6][C:5]([S:8]([CH3:11])(=[O:10])=[O:9])=[C:4]([F:12])[CH:3]=1.[CH:13]1(/[CH:19]=[C:20](\B2OC(C)(C)C(C)(C)O2)/[CH2:21][OH:22])[CH2:18][CH2:17][CH2:16][CH2:15][CH2:14]1.C(=O)([O-])[O-].[K+].[K+]>C1(C)C=CC=CC=1.C(O)(C)C.O.C1(P([Pd-4](P(C2C=CC=CC=2)(C2C=CC=CC=2)C2C=CC=CC=2)(P(C2C=CC=CC=2)(C2C=CC=CC=2)C2C=CC=CC=2)P(C2C=CC=CC=2)(C2C=CC=CC=2)C2C=CC=CC=2)(C2C=CC=CC=2)C2C=CC=CC=2)C=CC=CC=1>[CH:13]1(/[CH:19]=[C:20](\[C:2]2[CH:7]=[CH:6][C:5]([S:8]([CH3:11])(=[O:10])=[O:9])=[C:4]([F:12])[CH:3]=2)/[CH2:21][OH:22])[CH2:18][CH2:17][CH2:16][CH2:15][CH2:14]1 |f:2.3.4|. Procedure details: Heat a mixture of 4-bromo-2-fluoro-l -methanesulfonyl-benzene (220 mg, 0.86 mmol), (E)-3-cyclohexyl-2-(4,4,5,5-tetramethyl-[1,3,2]dioxaborolan-2-yl)-prop-2-en-1-ol (298 mg, 1.12 mmol), potassium carbonate (356 mg, 2.58 mmol) and tetrakis(triphenylphosphino)palladium(0) (99 mg, 86 μmol) in 40 mL toluene, 5 mL iso-propanol and 5 mL water to reflux for 2 h. After cooling to r.t. extract with ethyl acetate, wash the combined organic extracts with brine, dry them over sodium sulfate, filtrate and con...